Task: describe an organic reaction: reactants, conditions, products, and yield. Dataset: the Open Reaction Database (ORD), a public repository of structured organic reaction records Starting materials: O=C1CCC=CC1C\C=C/CCCC(=O)O (7-(6-oxocyclohex-2-enyl)hept-5Z-enoic acid), C(C)(=O)Cl (acetyl chloride). Solvent: CO (methanol). Run at time 2.6 day. Product: O=C1CCCC=C1C\C=C/CCCC(=O)OC (methyl 7-(6-oxocyclohex-1-enyl)hept-5Z-enoate). As a reaction SMILES: [O:1]=[C:2]1[CH:7]([CH2:8]/[CH:9]=[CH:10]\[CH2:11][CH2:12][CH2:13][C:14]([OH:16])=[O:15])[CH:6]=[CH:5][CH2:4][CH2:3]1.[C:17](Cl)(=O)C>CO>[O:1]=[C:2]1[C:7]([CH2:8]/[CH:9]=[CH:10]\[CH2:11][CH2:12][CH2:13][C:14]([O:16][CH3:17])=[O:15])=[CH:6][CH2:5][CH2:4][CH2:3]1. Procedure details: A solution of 13.0 g of crude 7-(6-oxocyclohex-2-enyl)hept-5Z-enoic acid in 200 ml of dry methanol was stirred under argon as 2 ml of acetyl chloride was added. The resultant yellow solution was left to stand for 2.6 days (on another occasion 16 hr was found to be sufficient). Solvent was removed by evaporation in vacuo and the residue was dissolved in ether and washed with saturated aqueous sodium bicarbonate. The wash solution was back extracted with ether. The combined ether extracts were dri...